From a dataset of the Open Reaction Database (ORD), a public repository of structured organic reaction records. describe an organic reaction: reactants, conditions, products, and yield The reactants are O=C([O-])[O-], CNC, CN(C)C=O, Cl, CC(C)(C)C(=O)Nc1ccc(-c2cc(=O)c3c(NCCCOS(C)(=O)=O)c(F)cc(F)c3o2)cc1F, [K+], [K+], O. Yields the product CN(C)CCCNc1c(F)cc(F)c2oc(-c3ccc(NC(=O)C(C)(C)C)c(F)c3)cc(=O)c12. Reaction SMILES: [C:41](=[O:42])([O-:43])[O-:44].[CH3:38][NH:39][CH3:40].[CH3:48][N:49]([CH3:50])[CH:51]=[O:52].[ClH:37].[F:1][c:2]1[cH:3][c:4]([F:36])[c:5]2[c:6]([c:7](=[O:25])[cH:8][c:9](-[c:11]3[cH:12][c:13]([F:24])[c:14]([NH:17][C:18]([C:19]([CH3:20])([CH3:21])[CH3:22])=[O:23])[cH:15][cH:16]3)[o:10]2)[c:26]1[NH:27][CH2:28][CH2:29][CH2:30][O:31][S:32]([CH3:33])(=[O:34])=[O:35].[K+:45].[K+:46].[OH2:47]>>[F:1][c:2]1[cH:3][c:4]([F:36])[c:5]2[c:6]([c:7](=[O:25])[cH:8][c:9](-[c:11]3[cH:12][c:13]([F:24])[c:14]([NH:17][C:18]([C:19]([CH3:20])([CH3:21])[CH3:22])=[O:23])[cH:15][cH:16]3)[o:10]2)[c:26]1[NH:27][CH2:28][CH2:29][CH2:30][N:39]([CH3:38])[CH3:40]. Starting materials: CC(=O)O, CNc1nc(Cl)nc2c1C=CCC2(O)c1ccccc1, COc1cc(N)ccc1-n1cnc(Cl)c1, C1COCCO1. Product: CNc1nc(Nc2ccc(-n3cnc(Cl)c3)c(OC)c2)nc2c1C=CCC2(O)c1ccccc1. Reaction SMILES: [CH3:42][C:43](=[O:44])[OH:45].[Cl:1][c:2]1[n:3][c:4]2[c:9]([c:10]([NH:12][CH3:13])[n:11]1)[CH:8]=[CH:7][CH2:6][C:5]2([OH:14])[c:15]1[cH:16][cH:17][cH:18][cH:19][cH:20]1.[Cl:21][c:22]1[n:23][cH:24][n:25](-[c:27]2[c:28]([O:34][CH3:35])[cH:29][c:30]([NH2:31])[cH:32][cH:33]2)[cH:26]1.[O:36]1[CH2:37][CH2:38][O:39][CH2:40][CH2:41]1>>[c:2]1([NH:31][c:30]2[cH:29][c:28]([O:34][CH3:35])[c:27](-[n:25]3[cH:24][n:23][c:22]([Cl:21])[cH:26]3)[cH:33][cH:32]2)[n:3][c:4]2[c:9]([c:10]([NH:12][CH3:13])[n:11]1)[CH:8]=[CH:7][CH2:6][C:5]2([OH:14])[c:15]1[cH:16][cH:17][cH:18][cH:19][cH:20]1. The product is O=C(c1ccccc1)C1N(c2ccccc2)CC2CCCN21. The reactants are Br[Mg]c1ccccc1, COC(=O)C1N(c2ccccc2)CC2CCCN21, C1CCOC1, [Cl-], [Cl-], [Cl-], [Mg+2], [NH4+], c1ccc(NCC2CCCN2)cc1. As a reaction SMILES: [Br:35][Mg:36][c:37]1[cH:38][cH:39][cH:40][cH:41][cH:42]1.[C:1]([O:3][CH3:2])(=[O:4])[CH:5]1[N:6]2[CH2:7][CH2:8][CH2:9][CH:10]2[CH2:11][N:12]1[c:13]1[cH:14][cH:15][cH:16][cH:17][cH:18]1.[CH2:45]1[O:46][CH2:47][CH2:48][CH2:49]1.[Cl-:32].[Cl-:34].[Cl-:43].[Mg+2:33].[NH4+:44].[NH:19]([c:20]1[cH:21][cH:22][cH:23][cH:24][cH:25]1)[CH2:26][CH:27]1[CH2:28][CH2:29][CH2:30][NH:31]1>>[C:1](=[O:3])([CH:5]1[N:6]2[CH2:7][CH2:8][CH2:9][CH:10]2[CH2:11][N:12]1[c:13]1[cH:14][cH:15][cH:16][cH:17][cH:18]1)[c:20]1[cH:21][cH:22][cH:23][cH:24][cH:25]1. Product: CNC(=O)Oc1cccc(C2CCCN2CCN2C(=O)c3ccccc3C2=O)c1. Reactants: O=C([O-])[O-], CN=C=O, [K+], [K+], C1CCOC1, O=C1c2ccccc2C(=O)N1CCN1CCCC1c1cccc(O)c1. As a reaction SMILES: [C:30](=[O:31])([O-:32])[O-:33].[CH3:26][N:27]=[C:28]=[O:29].[K+:34].[K+:35].[O:36]1[CH2:37][CH2:38][CH2:39][CH2:40]1.[OH:1][c:2]1[cH:3][c:4]([CH:8]2[N:9]([CH2:13][CH2:14][N:15]3[C:16](=[O:25])[c:17]4[cH:18][cH:19][cH:20][cH:21][c:22]4[C:23]3=[O:24])[CH2:10][CH2:11][CH2:12]2)[cH:5][cH:6][cH:7]1>>[O:1]([c:2]1[cH:3][c:4]([CH:8]2[N:9]([CH2:13][CH2:14][N:15]3[C:16](=[O:25])[c:17]4[cH:18][cH:19][cH:20][cH:21][c:22]4[C:23]3=[O:24])[CH2:10][CH2:11][CH2:12]2)[cH:5][cH:6][cH:7]1)[C:28]([NH:27][CH3:26])=[O:29]. The reactants are CON(C)C(=O)CSc1cccc(C(=O)O)c1, ClCCCl, C1CCOC1, Cc1ccc2cc(N)ccc2n1. The product is CON(C)C(=O)CSc1cccc(C(=O)Nc2ccc3nc(C)ccc3c2)c1. Reaction SMILES: [C:1](=[O:2])([OH:3])[c:4]1[cH:5][c:6]([S:10][CH2:11][C:12](=[O:13])[N:14]([CH3:15])[O:16][CH3:17])[cH:7][cH:8][cH:9]1.[CH2:18]([Cl:19])[CH2:20][Cl:21].[CH2:34]1[O:35][CH2:36][CH2:37][CH2:38]1.[NH2:22][c:23]1[cH:24][c:25]2[cH:26][cH:27][c:28]([CH3:33])[n:29][c:30]2[cH:31][cH:32]1>>[C:1](=[O:3])([c:4]1[cH:5][c:6]([S:10][CH2:11][C:12](=[O:13])[N:14]([CH3:15])[O:16][CH3:17])[cH:7][cH:8][cH:9]1)[NH:22][c:23]1[cH:24][c:25]2[cH:26][cH:27][c:28]([CH3:33])[n:29][c:30]2[cH:31][cH:32]1. The reactants are [Si](C1=CC=CC=C1)(C1=CC=CC=C1)(C(C)(C)C)OC[C@@H]1[C@H]([C@H]([C@@H](O1)N1C(=O)NC(=O)C(=C1)C)OCCOC)O (5′-O-t-Butyldiphenylsilyl-2′-O-(methoxyethyl)-5-methyluridine), CCCC[N+](CCCC)(CCCC)CCCC.[F-] (TBAF). Yields the product COCCO[C@H]1[C@@H](O[C@@H]([C@H]1O)CO)N1C(=O)NC(=O)C(=C1)C (2′-O-(Methoxyethyl)-5-methyluridine). Reaction SMILES: [Si]([O:18][CH2:19][C@H:20]1[O:24][C@@H:23]([N:25]2[CH:32]=[C:31]([CH3:33])[C:29](=[O:30])[NH:28][C:26]2=[O:27])[C@H:22]([O:34][CH2:35][CH2:36][O:37][CH3:38])[C@@H:21]1[OH:39])(C(C)(C)C)(C1C=CC=CC=1)C1C=CC=CC=1.CCCC[N+](CCCC)(CCCC)CCCC.[F-]>>[CH3:38][O:37][CH2:36][CH2:35][O:34][C@@H:22]1[C@H:21]([OH:39])[C@@H:20]([CH2:19][OH:18])[O:24][C@H:23]1[N:25]1[CH:32]=[C:31]([CH3:33])[C:29](=[O:30])[NH:28][C:26]1=[O:27] |f:1.2|. Procedure: 5′-O-t-Butyldiphenylsilyl-2′-O-(methoxyethyl)-5-methyluridine is treated with TBAF as per the procedure of Example 8 above to give the title compound.